This data is from the Open Reaction Database (ORD), a public repository of structured organic reaction records. The task is: describe an organic reaction: reactants, conditions, products, and yield Starting materials: C1CCOC1, CI, [H-], [Na+], CCOc1cc(OC(C)C)c(F)c(C(Nc2ccc(-c3noc(C)n3)cc2)c2nc(-c3cn[nH]c3)cn2C(c2ccccc2)(c2ccccc2)c2ccccc2)c1. Yields the product CCOc1cc(OC(C)C)c(F)c(C(Nc2ccc(-c3noc(C)n3)cc2)c2nc(-c3cnn(C)c3)cn2C(c2ccccc2)(c2ccccc2)c2ccccc2)c1. RXN SMILES: [CH2:62]1[O:63][CH2:64][CH2:65][CH2:66]1.[CH3:60][I:61].[H-:59].[Na+:58].[nH:1]1[n:2][cH:3][c:4](-[c:6]2[n:7][c:8]([CH:30]([NH:31][c:32]3[cH:33][cH:34][c:35](-[c:38]4[n:39][o:40][c:41]([CH3:43])[n:42]4)[cH:36][cH:37]3)[c:44]3[c:45]([F:57])[c:46]([O:53][CH:54]([CH3:55])[CH3:56])[cH:47][c:48]([O:50][CH2:51][CH3:52])[cH:49]3)[n:9]([C:11]([c:12]3[cH:13][cH:14][cH:15][cH:16][cH:17]3)([c:18]3[cH:19][cH:20][cH:21][cH:22][cH:23]3)[c:24]3[cH:25][cH:26][cH:27][cH:28][cH:29]3)[cH:10]2)[cH:5]1>>[n:1]1[n:2]([CH3:60])[cH:3][c:4](-[c:6]2[n:7][c:8]([CH:30]([NH:31][c:32]3[cH:33][cH:34][c:35](-[c:38]4[n:39][o:40][c:41]([CH3:43])[n:42]4)[cH:36][cH:37]3)[c:44]3[c:45]([F:57])[c:46]([O:53][CH:54]([CH3:55])[CH3:56])[cH:47][c:48]([O:50][CH2:51][CH3:52])[cH:49]3)[n:9]([C:11]([c:12]3[cH:13][cH:14][cH:15][cH:16][cH:17]3)([c:18]3[cH:19][cH:20][cH:21][cH:22][cH:23]3)[c:24]3[cH:25][cH:26][cH:27][cH:28][cH:29]3)[cH:10]2)[cH:5]1. The reactants are CC(C(C(=O)O)=O)(C)C (trimethylpyruvic acid), NNC(=S)NN (thiocarbohydrazide), hydrogen halide. The product is NN1C(=NN=C(C1=O)C(C)(C)C)S (4-amino-6-tert.-butyl-3-mercapto-1,2,4-triazin-5(4H)-one). RXN SMILES: [CH3:1][C:2]([CH3:9])([CH3:8])[C:3](=O)[C:4](O)=[O:5].[NH2:10][NH:11][C:12]([NH:14][NH2:15])=[S:13]>>[NH2:15][N:14]1[C:4](=[O:5])[C:3]([C:2]([CH3:9])([CH3:8])[CH3:1])=[N:10][N:11]=[C:12]1[SH:13]. Reported procedure: which is formed in step (1) and which was hitherto unknown, is reacted, in a second stage, either directly in the solution obtained or after intermediate isolation and if appropriate after prior saponification to give free trimethylpyruvic acid (VI), with thiocarbohydrazide (H2N--NH--CS--NH--NH2) in an aqueous solution containing a hydrogen halide acid, at a temperature from about 20° to 100° C. in a manner which is in itself known to give 4-amino-6-tert.-butyl-3-mercapto-1,2,4-triazin-5(4H)-one... The reactants are N1[C@H](CCC1)CO ((R)-pyrrolidin-2-ylmethanol), FC([C@@H]1CC[C@H](CC1)C(=O)O)(F)F (trans-4-(trifluoromethyl)cyclohexanecarboxylic acid), N1C(=CC2=CC=CC=C12)C(=O)O (indole-2-carboxylic acid). The product is FC([C@@H]1CC[C@H](CC1)C(=O)N1[C@H](CCC1)CO)(F)F ([(2R)-1-{[trans-4-(trifluoromethyl)cyclohexyl]carbonyl}pyrrolidin-2-yl]methanol). RXN SMILES: [NH:1]1[CH2:5][CH2:4][CH2:3][C@@H:2]1[CH2:6][OH:7].[F:8][C:9]([F:20])([F:19])[C@H:10]1[CH2:15][CH2:14][C@H:13]([C:16](O)=[O:17])[CH2:12][CH2:11]1.N1C2C(=CC=CC=2)C=C1C(O)=O>>[F:8][C:9]([F:19])([F:20])[C@H:10]1[CH2:11][CH2:12][C@H:13]([C:16]([N:1]2[CH2:5][CH2:4][CH2:3][C@@H:2]2[CH2:6][OH:7])=[O:17])[CH2:14][CH2:15]1. Reported procedure: The title compound was prepared according to the procedure described in Step 1 of EXAMPLE 3 using (R)-pyrrolidin-2-ylmethanol and trans-4-(trifluoromethyl)cyclohexanecarboxylic acid instead of (R)-3-(pyrrolidin-2-ylmethoxy)picolinamide dihydrochloride and indole-2-carboxylic acid. Reactants: O=C(O)c1cccc(-c2nc(N3CCOCC3)nc3c2CCN3c2cccnc2)c1, NCCCN1CCOCC1. Yields the product O=C(NCCCN1CCOCC1)c1cccc(-c2nc(N3CCOCC3)nc3c2CCN3c2cccnc2)c1. RXN SMILES: [O:1]1[CH2:2][CH2:3][N:4]([c:7]2[n:8][c:9](-[c:22]3[cH:23][c:24]([C:25](=[O:26])[OH:27])[cH:28][cH:29][cH:30]3)[c:10]3[c:11]([n:12]2)[N:13]([c:16]2[cH:17][n:18][cH:19][cH:20][cH:21]2)[CH2:14][CH2:15]3)[CH2:5][CH2:6]1.[O:31]1[CH2:32][CH2:33][N:34]([CH2:37][CH2:38][CH2:39][NH2:40])[CH2:35][CH2:36]1>>[O:1]1[CH2:2][CH2:3][N:4]([c:7]2[n:8][c:9](-[c:22]3[cH:23][c:24]([C:25](=[O:27])[NH:40][CH2:39][CH2:38][CH2:37][N:34]4[CH2:33][CH2:32][O:31][CH2:36][CH2:35]4)[cH:28][cH:29][cH:30]3)[c:10]3[c:11]([n:12]2)[N:13]([c:16]2[cH:17][n:18][cH:19][cH:20][cH:21]2)[CH2:14][CH2:15]3)[CH2:5][CH2:6]1. Starting materials: N1CCOCC1 (morpholine), C(#N)[BH3-].[Na+] (sodium cyanoborohydride), C(C)(=O)O (acetic acid), FC1=CC=C(CN2C(=CC3=CC=CC=C23)C(=O)N2CCC(CC2)C=O)C=C1 (1-(1-(4-fluorobenzyl)-1H-indole-2-carbonyl)piperidine-4-carbaldehyde). The solvent is CCO (EtOH). Conditions: time 13 hour. Yields the product FC1=CC=C(CN2C(=CC3=CC=CC=C23)C(=O)N2CCC(CC2)CN2CCOCC2)C=C1 ((1-(4-fluorobenzyl)-1H-indol-2-yl)(4-(morpholinomethyl)piperidin-1-yl)methanone). RXN SMILES: [F:1][C:2]1[CH:27]=[CH:26][C:5]([CH2:6][N:7]2[C:15]3[C:10](=[CH:11][CH:12]=[CH:13][CH:14]=3)[CH:9]=[C:8]2[C:16]([N:18]2[CH2:23][CH2:22][CH:21]([CH:24]=O)[CH2:20][CH2:19]2)=[O:17])=[CH:4][CH:3]=1.[NH:28]1[CH2:33][CH2:32][O:31][CH2:30][CH2:29]1.C([BH3-])#N.[Na+].C(O)(=O)C>CCO>[F:1][C:2]1[CH:3]=[CH:4][C:5]([CH2:6][N:7]2[C:15]3[C:10](=[CH:11][CH:12]=[CH:13][CH:14]=3)[CH:9]=[C:8]2[C:16]([N:18]2[CH2:19][CH2:20][CH:21]([CH2:24][N:28]3[CH2:33][CH2:32][O:31][CH2:30][CH2:29]3)[CH2:22][CH2:23]2)=[O:17])=[CH:26][CH:27]=1 |f:2.3|. Procedure details: 1-(1-(4-fluorobenzyl)-1H-indole-2-carbonyl)piperidine-4-carbaldehyde (52 mg, 0.143 mmol) was dissolved in EtOH (5 mL) and morpholine (0.025 mL, 0.285 mmol), sodium cyanoborohydride (18 mg, 0.285 mmol), and a catalytic drop of glacial acetic acid were added. Stirring was permitted for 13 h, at which time the solvent was removed in vacuo, the residue was taken up in EtOAc. The organic phase was washed with 10% aq. sodium carbonate, dried over magnesium sulfate, and concentrated. Purification was a... Reactants: CON(C([C@@H]([C@H]([C@@H](C(COCC1=CC=C(C=C1)OC)(COCC1=CC=C(C=C1)OC)O)OCC1=CC=CC=C1)OCC1=CC=CC=C1)OCC1=CC=CC=C1)=O)C ((2R,3S,4S)-2,3,4-tris-benzyloxy-5-hydroxy-6-(4-methoxy-benzyloxy)-5-(4-methoxy-benzyloxymethyl)-hexanoic acid methoxy-methyl-amide), O1CCCC1 (tetrahydrofuran), C(CCC)[Li] (n-Butyl lithium), O=O (oxygen), [Al] (aluminum), BrC1=CC(=C(C=C1)C)CC1=CC=C(C=C1)OCC (4-bromo-2-(4-ethoxy-benzyl)-1-methyl-benzene), O1CCCC1 (tetrahydrofuran). Run in C(C)OCC (Diethyl ether). Product: C(C1=CC=CC=C1)OC1C(OC([C@H]([C@@H]1OCC1=CC=CC=C1)OCC1=CC=CC=C1)(COCC1=CC=C(C=C1)OC)COCC1=CC=C(C=C1)OC)(O)C1=CC(=C(C=C1)C)CC1=CC=C(C=C1)OCC ((4S,5S)-3,4,5-tris-benzyloxy-2-[3-(4-ethoxy-benzyl)-4-methyl-phenyl]-6,6-bis-(4-methoxy-benzyloxymethyl)-tetrahydro-pyran-2-ol). Yield: 56.0%. RXN SMILES: [CH2:1]([Li])[CH2:2][CH2:3][CH3:4].O=O.Br[C:9]1[CH:14]=[CH:13][C:12]([CH3:15])=[C:11]([CH2:16][C:17]2[CH:22]=[CH:21][C:20]([O:23][CH2:24][CH3:25])=[CH:19][CH:18]=2)[CH:10]=1.CON(C)[C:29](=[O:81])[C@H:30]([O:73]CC1C=CC=CC=1)[C@@H:31]([O:65][CH2:66][C:67]1[CH:72]=[CH:71][CH:70]=[CH:69][CH:68]=1)[C@H:32]([O:57][CH2:58][C:59]1[CH:64]=[CH:63][CH:62]=[CH:61][CH:60]=1)[C:33]([OH:56])([CH2:45][O:46][CH2:47][C:48]1[CH:53]=[CH:52][C:51]([O:54][CH3:55])=[CH:50][CH:49]=1)[CH2:34][O:35][CH2:36][C:37]1[CH:42]=[CH:41][C:40]([O:43][CH3:44])=[CH:39][CH:38]=1.[Al].O1C[CH2:87][CH2:86][CH2:85]1>C(OCC)C>[CH2:1]([O:73][CH:30]1[C@@H:31]([O:65][CH2:66][C:67]2[CH:68]=[CH:69][CH:70]=[CH:71][CH:72]=2)[C@H:32]([O:57][CH2:58][C:59]2[CH:64]=[CH:63][CH:62]=[CH:61][CH:60]=2)[C:33]([CH2:45][O:46][CH2:47][C:48]2[CH:49]=[CH:50][C:51]([O:54][CH3:55])=[CH:52][CH:53]=2)([CH2:34][O:35][CH2:36][C:37]2[CH:38]=[CH:39][C:40]([O:43][CH3:44])=[CH:41][CH:42]=2)[O:56][C:29]1([C:9]1[CH:14]=[CH:13][C:12]([CH3:15])=[C:11]([CH2:16][C:17]2[CH:22]=[CH:21][C:20]([O:23][CH2:24][CH3:25])=[CH:19][CH:18]=2)[CH:10]=1)[OH:81])[C:2]1[CH:87]=[CH:86][CH:85]=[CH:4][CH:3]=1. Procedure details: n-Butyl lithium (0.312 mL, 2.5 M/hexanes, 3.05 equivalents) was added dropwise (1 drop every 5 seconds) to an oxygen degassed solution (placed in a pre dried Biotage™ microwave vial 10-20 mL sealed with its cap and placed under a positive stream of nitrogen gas) of 4-bromo-2-(4-ethoxy-benzyl)-1-methyl-benzene (238 mg, 3.05 equivalents) in anhydrous tetrahydrofuran (0.9 mL) at −78° C. and the resulting solution was stirred at this temperature for an additional hour. A solution of (2R,3S,4S)-2,3,4... Reactants: [Al+3], CCOc1ccc2nc(S(N)(=O)=O)sc2c1, CCCCCCC, [Cl-], [Cl-], [Cl-]. Yields the product NS(=O)(=O)c1nc2ccc(O)cc2s1. RXN SMILES: [Al+3:18].[CH2:1]([CH3:2])[O:3][c:4]1[cH:5][c:6]2[c:7]([n:8][c:9]([S:11](=[O:12])(=[O:13])[NH2:14])[s:10]2)[cH:15][cH:16]1.[CH3:21][CH2:22][CH2:23][CH2:24][CH2:25][CH2:26][CH3:27].[Cl-:17].[Cl-:19].[Cl-:20]>>[OH:3][c:4]1[cH:5][c:6]2[c:7]([n:8][c:9]([S:11](=[O:12])(=[O:13])[NH2:14])[s:10]2)[cH:15][cH:16]1.